From a dataset of the Open Reaction Database (ORD), a public repository of structured organic reaction records. describe an organic reaction: reactants, conditions, products, and yield Starting materials: COC(=O)C1CN1S(=O)(=O)C(C)C, O=C=Nc1ccccc1Cl, [I-], [Na+]. Product: COC(=O)C1CN(S(=O)(=O)C(C)C)C(=O)N1c1ccccc1Cl. RXN SMILES: [CH3:1][O:2][C:3](=[O:4])[CH:5]1[N:6]([S:8](=[O:9])(=[O:10])[CH:11]([CH3:12])[CH3:13])[CH2:7]1.[Cl:16][c:17]1[c:18]([N:23]=[C:24]=[O:25])[cH:19][cH:20][cH:21][cH:22]1.[I-:15].[Na+:14]>>[CH3:1][O:2][C:3](=[O:4])[CH:5]1[CH2:7][N:6]([S:8](=[O:9])(=[O:10])[CH:11]([CH3:12])[CH3:13])[C:24](=[O:25])[N:23]1[c:18]1[c:17]([Cl:16])[cH:22][cH:21][cH:20][cH:19]1. Reactants: COC(=O)C1CCC(NS(=O)(=O)c2ccc(Cl)c([N+](=O)[O-])c2)CC1, O=S(=O)(Cl)c1ccc(C(F)(F)F)cc1, NCc1ccccc1. Yields the product O=S(=O)(NCc1ccccc1)c1ccc(C(F)(F)F)cc1. As a reaction SMILES: [Cl:23][c:24]1[cH:25][cH:26][c:27]([S:28]([NH:29][CH:30]2[CH2:31][CH2:32][CH:33]([C:34]([O:35][CH3:36])=[O:37])[CH2:38][CH2:39]2)(=[O:40])=[O:41])[cH:42][c:43]1[N+:44]([O-:45])=[O:46].[F:1][C:2]([c:3]1[cH:4][cH:5][c:6]([S:9](=[O:10])(=[O:11])[Cl:12])[cH:7][cH:8]1)([F:13])[F:14].[NH2:15][CH2:16][c:17]1[cH:18][cH:19][cH:20][cH:21][cH:22]1>>[F:1][C:2]([c:3]1[cH:4][cH:5][c:6]([S:9](=[O:10])(=[O:11])[NH:15][CH2:16][c:17]2[cH:18][cH:19][cH:20][cH:21][cH:22]2)[cH:7][cH:8]1)([F:13])[F:14]. Starting materials: Cl.C1(=CC=CC=C1)C(N1CC(C1)OC1=C(C=CC2=CC=CC=C12)COC)C1=CC=CC=C1 (1-(Diphenylmethyl)-3-[(2-(methoxymethyl)-1-naphthalenyl)oxy]-azetidine hydrochloride), BrC1=C(C=CC2=CC=CC=C12)COC (1-bromo-2-(methoxymethyl)-naphthalene). Product: Cl.C1(=CC=CC=C1)C(N1CC(C1)OC1=C(C=CC2=CC=CC=C12)OC)C1=CC=CC=C1 (1-(Diphenylmethyl)-3-[(2-methoxy-1-naphthalenyl)oxy]-azetidine hydrochloride). Reaction SMILES: [ClH:1].[C:2]1([CH:8]([C:27]2[CH:32]=[CH:31][CH:30]=[CH:29][CH:28]=2)[N:9]2[CH2:12][CH:11]([O:13][C:14]3[C:23]4[C:18](=[CH:19][CH:20]=[CH:21][CH:22]=4)[CH:17]=[CH:16][C:15]=3COC)[CH2:10]2)[CH:7]=[CH:6][CH:5]=[CH:4][CH:3]=1.BrC1C2C(=CC=CC=2)C=CC=1[CH2:44][O:45]C>>[ClH:1].[C:27]1([CH:8]([C:2]2[CH:3]=[CH:4][CH:5]=[CH:6][CH:7]=2)[N:9]2[CH2:10][CH:11]([O:13][C:14]3[C:23]4[C:18](=[CH:19][CH:20]=[CH:21][CH:22]=4)[CH:17]=[CH:16][C:15]=3[O:45][CH3:44])[CH2:12]2)[CH:32]=[CH:31][CH:30]=[CH:29][CH:28]=1 |f:0.1,3.4|. Reported procedure: 1-(Diphenylmethyl)-3-[(2-(methoxymethyl)-1-naphthalenyl)oxy]-azetidine hydrochloride, M.S. (C.I.) (M/Z): 410 [M+H]+, starting from 1-bromo-2-(methoxymethyl)-naphthalene. The reactants are ice water, [Cl-].[Al+3].[Cl-].[Cl-] (aluminum chloride), C(C(C)C)C1=CC=CC=C1 (isobutylbenzene), C(CCCCC)(=O)Cl (hexanoyl chloride). Run in ClCCl (dichloromethane). Run at temperature 0 celsius, time 15 minute. The product is C(C(C)C)C1=CC=C(C=C1)C(CCCCC)=O (4'-isobutylhexanophenone). RXN SMILES: [Cl-].[Al+3].[Cl-].[Cl-].[C:5](Cl)(=[O:11])[CH2:6][CH2:7][CH2:8][CH2:9][CH3:10].[CH2:13]([C:17]1[CH:22]=[CH:21][CH:20]=[CH:19][CH:18]=1)[CH:14]([CH3:16])[CH3:15]>ClCCl>[CH2:13]([C:17]1[CH:22]=[CH:21][C:20]([C:5](=[O:11])[CH2:6][CH2:7][CH2:8][CH2:9][CH3:10])=[CH:19][CH:18]=1)[CH:14]([CH3:16])[CH3:15] |f:0.1.2.3|. Reported procedure: To a suspension of aluminum chloride (6.67 g) in dichloromethane (70 ml) was added hexanoyl chloride (7.0 ml) at 0° C. After the mixture was stirred at 0° C. for 15 minutes, isobutylbenzene (7.9 ml) was added to the mixture. The mixture was stirred at 0° C. for 30 minutes and poured into ice water. The separated organic layer was washed with water, aqueous sodium bicarbonate and brine. The solution was dried over magnesium sulfate and evaporated to give 4'-isobutylhexanophenone (10.52 g) as a co... Reactants: CCOc1ccc2ccccc2c1Cc1c(CC)nn(-c2c(C)cc(Br)cc2C)c1CC, [Li]CCCC, C1CCOC1, CN(C)C=O. The product is CCOc1ccc2ccccc2c1Cc1c(CC)nn(-c2c(C)cc(C=O)cc2C)c1CC. As a reaction SMILES: [Br:1][c:2]1[cH:3][c:4]([CH3:32])[c:5](-[n:9]2[n:10][c:11]([CH2:30][CH3:31])[c:12]([CH2:16][c:17]3[c:18]([O:27][CH2:28][CH3:29])[cH:19][cH:20][c:21]4[cH:22][cH:23][cH:24][cH:25][c:26]34)[c:13]2[CH2:14][CH3:15])[c:6]([CH3:8])[cH:7]1.[CH2:33]([Li:34])[CH2:35][CH2:36][CH3:37].[CH2:43]1[O:44][CH2:45][CH2:46][CH2:47]1.[CH3:38][N:39]([CH:40]=[O:41])[CH3:42]>>[c:2]1([CH:40]=[O:41])[cH:3][c:4]([CH3:32])[c:5](-[n:9]2[n:10][c:11]([CH2:30][CH3:31])[c:12]([CH2:16][c:17]3[c:18]([O:27][CH2:28][CH3:29])[cH:19][cH:20][c:21]4[cH:22][cH:23][cH:24][cH:25][c:26]34)[c:13]2[CH2:14][CH3:15])[c:6]([CH3:8])[cH:7]1. Reactants: C(#N)[BH3-].[Na+] (sodium cyanoborohydride), FC1=CC=C2CC=3NC4=CC=CC=C4C3C2=C1 (5,6-Dihydro-9-fluoroindeno[2,1-b]indole), ice water. Solvent: C(C)(=O)O (acetic acid). Yields the product FC1=CC=C2C[C@H]3NC4=CC=CC=C4[C@H]3C2=C1 (cis-5,5a,6,10b-Tetrahydro-9-fluoroindeno[2,1-b]indole). RXN SMILES: [F:1][C:2]1[CH:17]=[C:16]2[C:5]([CH2:6][C:7]3[NH:8][C:9]4[C:14]([C:15]=32)=[CH:13][CH:12]=[CH:11][CH:10]=4)=[CH:4][CH:3]=1.C([BH3-])#N.[Na+]>C(O)(=O)C>[F:1][C:2]1[CH:17]=[C:16]2[C:5]([CH2:6][C@@H:7]3[C@H:15]2[C:14]2[C:9](=[CH:10][CH:11]=[CH:12][CH:13]=2)[NH:8]3)=[CH:4][CH:3]=1 |f:1.2|. Reported procedure: 5,6-Dihydro-9-fluoroindeno[2,1-b]indole (0.55 g, 2.5 mM) in glacial acetic acid (25 cm3) was stirred and treated with sodium cyanoborohydride (2.1 g, 36.5 mM) in small portions over 10 hours, maintaining the temperature below 18° C. The amount of the reducing agent appears crucial since mixtures form if more is added. The reaction mixture was then added to ice-water (100 cm3) and the yellow oil which was formed was separated from the aqueous phase. The pH of the aqueous phase was then adjusted t... The reactants are O=C([O-])[O-], C1CCOC1, CC(C)(C)OC(=O)N1CCc2c(sc3ncc(C#N)c(Cl)c23)C1, Nc1ccc(F)c(Cl)c1, [Cs+], [Cs+], CN(C)C=O, O=C(C=Cc1ccccc1)C=Cc1ccccc1, O=C(C=Cc1ccccc1)C=Cc1ccccc1, O=C(C=Cc1ccccc1)C=Cc1ccccc1, [Pd], [Pd]. Product: CC(C)(C)OC(=O)N1CCc2c(sc3ncc(C#N)c(Nc4ccc(F)c(Cl)c4)c23)C1. As a reaction SMILES: [C:38](=[O:39])([O-:40])[O-:41].[CH2:100]1[O:101][CH2:102][CH2:103][CH2:104]1.[Cl:1][c:2]1[c:3]2[c:4]([n:5][cH:6][c:7]1[C:8]#[N:9])[s:10][c:11]1[c:16]2[CH2:15][CH2:14][N:13]([C:17](=[O:18])[O:19][C:20]([CH3:21])([CH3:22])[CH3:23])[CH2:12]1.[Cl:29][c:30]1[cH:31][c:32]([NH2:33])[cH:34][cH:35][c:36]1[F:37].[Cs+:42].[Cs+:43].[O:24]=[CH:25][N:26]([CH3:27])[CH3:28].[O:46]=[C:47]([CH:48]=[CH:49][c:50]1[cH:51][cH:52][cH:53][cH:54][cH:55]1)[CH:56]=[CH:57][c:58]1[cH:59][cH:60][cH:61][cH:62][cH:63]1.[O:64]=[C:65]([CH:66]=[CH:67][c:68]1[cH:69][cH:70][cH:71][cH:72][cH:73]1)[CH:74]=[CH:75][c:76]1[cH:77][cH:78][cH:79][cH:80][cH:81]1.[O:82]=[C:83]([CH:84]=[CH:85][c:86]1[cH:87][cH:88][cH:89][cH:90][cH:91]1)[CH:92]=[CH:93][c:94]1[cH:95][cH:96][cH:97][cH:98][cH:99]1.[Pd:44].[Pd:45]>>[c:2]1([NH:33][c:32]2[cH:31][c:30]([Cl:29])[c:36]([F:37])[cH:35][cH:34]2)[c:3]2[c:4]([n:5][cH:6][c:7]1[C:8]#[N:9])[s:10][c:11]1[c:16]2[CH2:15][CH2:14][N:13]([C:17](=[O:18])[O:19][C:20]([CH3:21])([CH3:22])[CH3:23])[CH2:12]1. The reactants are NC=1SC(=C(N1)/C(/C(=O)N[C@H]1[C@@H]2N(C(=C(CS2)COC(CC(C)=O)=O)C(=O)O)C1=O)=N/OC)Cl (7β-[2-(2-Amino-5-chlorothiazol-4-yl)-2(Z)-methoxyiminoacetamido]-3-(3-oxobutyryloxymethyl)-3-cephem-4-carboxylic acid), S1C=NC2=C1CCCC2 (4,5,6,7-tetrahydrobenzothiazole). The product is NC=1SC(=C(N1)/C(/C(=O)N[C@H]1[C@@H]2N(C(=C(CS2)C[N+]2=CSC3=C2CCCC3)C(=O)[O-])C1=O)=N/OC)Cl (7β-[2-(2-Amino-5-chlorothiazol-4-yl)-2(Z)methoxyiminoacetamido]-3-[(4,5,6,7-tetrahydrobenzothiazolium-3-yl)methyl]-3-cephem-4-carboxylate). RXN SMILES: [NH2:1][C:2]1[S:3][C:4]([Cl:34])=[C:5](/[C:7](=[N:31]/[O:32][CH3:33])/[C:8]([NH:10][C@@H:11]2[C:29](=[O:30])[N:13]3[C:14]([C:26]([OH:28])=[O:27])=[C:15]([CH2:18]OC(=O)CC(=O)C)[CH2:16][S:17][C@H:12]23)=[O:9])[N:6]=1.[S:35]1[C:39]2[CH2:40][CH2:41][CH2:42][CH2:43][C:38]=2[N:37]=[CH:36]1>>[NH2:1][C:2]1[S:3][C:4]([Cl:34])=[C:5](/[C:7](=[N:31]/[O:32][CH3:33])/[C:8]([NH:10][C@@H:11]2[C:29](=[O:30])[N:13]3[C:14]([C:26]([O-:28])=[O:27])=[C:15]([CH2:18][N+:37]4[C:38]5[CH2:43][CH2:42][CH2:41][CH2:40][C:39]=5[S:35][CH:36]=4)[CH2:16][S:17][C@H:12]23)=[O:9])[N:6]=1. Procedure details: 7β-[2-(2-Amino-5-chlorothiazol-4-yl)-2(Z)-methoxyiminoacetamido]-3-(3-oxobutyryloxymethyl)-3-cephem-4-carboxylic acid is reacted with 4,5,6,7-tetrahydrobenzothiazole in the same manner as described in Example 1 to give the above-identified compound. Starting materials: CCOC(=O)C=CC1CCCCC1, CO, [Li+], C1COCCO1, [OH-]. Product: O=C(O)C=CC1CCCCC1. RXN SMILES: [CH2:1]([CH3:2])[O:3][C:4]([CH:5]=[CH:6][CH:7]1[CH2:8][CH2:9][CH2:10][CH2:11][CH2:12]1)=[O:13].[CH3:16][OH:17].[Li+:14].[O:18]1[CH2:19][CH2:20][O:21][CH2:22][CH2:23]1.[OH-:15]>>[O:3]=[C:4]([CH:5]=[CH:6][CH:7]1[CH2:8][CH2:9][CH2:10][CH2:11][CH2:12]1)[OH:13].